This data is from the Open Reaction Database (ORD), a public repository of structured organic reaction records. The task is: describe an organic reaction: reactants, conditions, products, and yield Starting materials: OCC1CCN(CC1)C(=O)OC(C)(C)C (tert-Butyl 4-(hydroxymethyl)piperidine-1-carboxylate), [Cr](=O)(=O)([O-])Cl.[NH+]1=CC=CC=C1 (pyridinium chlorochromate). Solvent: ClCCl (dichloromethane). Reaction conditions: time 2 hour. The product is OCCNCC1CCN(CC1)C(=O)OC(C)(C)C (tert-Butyl 4-{[(2-hydroxyethyl)amino]methyl}piperidine-1-carboxylate). Isolated yield 81.4%. Reaction SMILES: O[CH2:2][CH:3]1[CH2:8][CH2:7][N:6]([C:9]([O:11][C:12]([CH3:15])([CH3:14])[CH3:13])=[O:10])[CH2:5][CH2:4]1.[Cr](Cl)([O-])(=O)=[O:17].[NH+:21]1C=CC=[CH:23][CH:22]=1>ClCCl>[OH:17][CH2:23][CH2:22][NH:21][CH2:2][CH:3]1[CH2:8][CH2:7][N:6]([C:9]([O:11][C:12]([CH3:15])([CH3:14])[CH3:13])=[O:10])[CH2:5][CH2:4]1 |f:1.2|. Procedure: tert-Butyl 4-(hydroxymethyl)piperidine-1-carboxylate (4.3 g) was dissolved in dichloromethane (50 ml) and pyridinium chlorochromate (6.46 g) was added. The reaction was stirred for 2 hours and filtered through a thin bed of silica eluting with ethyl acetate/hexane (⅓). The resulting aldehyde was dissolved in ethanol (20 mL) and ethanolamine (2.44 g) was added along with 10% palladium (Pd) on Carbon (100 mg). The reaction mixture was hydrogenated at 2.5 bar for 24 hours, filtered and concentrated... Reactants: N(=NC(=O)OCC)C(=O)OCC (diethyl azodicarboxylate), SCC(=O)O (mercaptoacetic acid), O[C@@H]1C[C@H](N(C1)C(=O)OCC1=CC=C(C=C1)[N+](=O)[O-])C(=O)N1CCN(CC1)CCOC(=O)OCC1=CC=C(C=C1)[N+](=O)[O-] ((2S,4R)-4-hydroxy-2-{4-[2-(4-nitrobenzyloxycarbonyl)oxyethyl]-1-piperazinylcarbonyl}-1-(4-nitrobenzyloxycarbonyl)pyrrolidine), C1(=CC=CC=C1)P(C1=CC=CC=C1)C1=CC=CC=C1 (triphenylphosphine). Run in O1CCCC1 (tetrahydrofuran), O1CCCC1 (tetrahydrofuran), O1CCCC1 (tetrahydrofuran). Reaction conditions: time 10 minute. Yields the product C(C)(=O)S[C@H]1C[C@H](N(C1)C(=O)OCC1=CC=C(C=C1)[N+](=O)[O-])C(=O)N1CCN(CC1)CCOC(=O)OCC1=CC=C(C=C1)[N+](=O)[O-] ((2S,4S)-4-Acetylthio-2-{4-[2-(4-nitrobenzyloxycarbonyl)oxyethyl]-1-piperazinylcarbonyl}-1-(4-nitrobenzyloxycarbonyl)pyrrolidine). Isolated yield 77.6%. RXN SMILES: O[C@H:2]1[CH2:6][N:5]([C:7]([O:9][CH2:10][C:11]2[CH:16]=[CH:15][C:14]([N+:17]([O-:19])=[O:18])=[CH:13][CH:12]=2)=[O:8])[C@H:4]([C:20]([N:22]2[CH2:27][CH2:26][N:25]([CH2:28][CH2:29][O:30][C:31]([O:33][CH2:34][C:35]3[CH:40]=[CH:39][C:38]([N+:41]([O-:43])=[O:42])=[CH:37][CH:36]=3)=[O:32])[CH2:24][CH2:23]2)=[O:21])[CH2:3]1.C1(P(C2C=CC=CC=2)C2C=CC=CC=2)C=CC=CC=1.N(C(OCC)=O)=NC([O:67][CH2:68][CH3:69])=O.[SH:75]CC(O)=O>O1CCCC1>[C:68]([S:75][C@@H:2]1[CH2:6][N:5]([C:7]([O:9][CH2:10][C:11]2[CH:16]=[CH:15][C:14]([N+:17]([O-:19])=[O:18])=[CH:13][CH:12]=2)=[O:8])[C@H:4]([C:20]([N:22]2[CH2:27][CH2:26][N:25]([CH2:28][CH2:29][O:30][C:31]([O:33][CH2:34][C:35]3[CH:36]=[CH:37][C:38]([N+:41]([O-:43])=[O:42])=[CH:39][CH:40]=3)=[O:32])[CH2:24][CH2:23]2)=[O:21])[CH2:3]1)(=[O:67])[CH3:69]. Procedure: 105 g of (2S,4R)-4-hydroxy-2-{4-[2-(4-nitrobenzyloxycarbonyl)oxyethyl]-1-piperazinylcarbonyl}-1-(4-nitrobenzyloxycarbonyl)pyrrolidine (prepared as described in Preparation 15) and 55 g of triphenylphosphine were dissolved in 700 ml of tetrahydrofuran, and a solution of 36.5 g of diethyl azodicarboxylate in 100 ml of tetrahydrofuran was added dropwise to it, whilst ice-cooling. The resulting mixture was then stirred at the same temperature for 10 minutes. At the end of this time, a solution of 15... Reactants: C(C)(C)(C)OC(=O)N1CCC(CC1)C1=C(C=CC=C1)C(=O)O (4-(2-Carboxyphenyl)piperidine-1-carboxylic acid t-butyl ester), C1CCOC1 (THF). Conditions: time 5 minute. The product is C(C)(C)(C)OC(=O)N1CCC(CC1)C1=C(C=CC=C1)CO (4-(2-hydroxymethylphenyl)piperidine-1-carboxylic acid t-butyl ester). The yield is 103.0%. As a reaction SMILES: [C:1]([O:5][C:6]([N:8]1[CH2:13][CH2:12][CH:11]([C:14]2[CH:19]=[CH:18][CH:17]=[CH:16][C:15]=2[C:20](O)=[O:21])[CH2:10][CH2:9]1)=[O:7])([CH3:4])([CH3:3])[CH3:2].C1COCC1>>[C:1]([O:5][C:6]([N:8]1[CH2:13][CH2:12][CH:11]([C:14]2[CH:19]=[CH:18][CH:17]=[CH:16][C:15]=2[CH2:20][OH:21])[CH2:10][CH2:9]1)=[O:7])([CH3:4])([CH3:2])[CH3:3]. Procedure details: 4-(2-Carboxyphenyl)piperidine-1-carboxylic acid t-butyl ester (5.0 g, 16 mmol, 1.0 eq.) and THF (130 mL, 1.7 mol) were combined at room temperature under nitrogen. Borane dimethyl sulfide complex (2.9 mL, 33 mmol, 2.0 eq.) was added dropwise and the mixture was stirred for 5 minutes, then heated at reflux for 1 hour. The mixture was cooled to room temperature, and the reaction was quenched dropwise with MeOH (40 mL), then concentrated by rotary evaporation. The material was azeotroped with MeOH ... Reactants: C(C1=CC=CC=C1)OC1=CC=C(C=C1)C=1C(=C2C(=CC=CN2C1)CO[Si](C)(C)C(C)(C)C)CC (2-(4-Benzyloxyphenyl)-8-(tert-butyldimethylsilanyloxymethyl)-1-ethylindolizine), CC(C#C)=O (3-butyn-2-one). Product: C(C)(=O)C=1C=C2C(=C(C3=C(C=CC1N23)CO[Si](C)(C)C(C)(C)C)CC)C2=CC=C(C=C2)OCC2=CC=CC=C2 (4-acetyl-2-(4-benzyloxyphenyl)-7-(tert-butyldimethylsilanyloxymethyl)-1-ethylpyrrolo[2,1,5-cd]indolizine). The yield is 70.0%. As a reaction SMILES: [CH2:1]([O:8][C:9]1[CH:14]=[CH:13][C:12]([C:15]2[C:16]([CH2:33][CH3:34])=[C:17]3[N:22]([CH:23]=2)[CH:21]=[CH:20][CH:19]=[C:18]3[CH2:24][O:25][Si:26]([C:29]([CH3:32])([CH3:31])[CH3:30])([CH3:28])[CH3:27])=[CH:11][CH:10]=1)[C:2]1[CH:7]=[CH:6][CH:5]=[CH:4][CH:3]=1.[CH3:35][C:36](=[O:39])[C:37]#[CH:38]>>[C:36]([C:37]1[CH:38]=[C:23]2[N:22]3[C:17](=[C:18]([CH2:24][O:25][Si:26]([C:29]([CH3:30])([CH3:32])[CH3:31])([CH3:27])[CH3:28])[CH:19]=[CH:20][C:21]=13)[C:16]([CH2:33][CH3:34])=[C:15]2[C:12]1[CH:13]=[CH:14][C:9]([O:8][CH2:1][C:2]2[CH:3]=[CH:4][CH:5]=[CH:6][CH:7]=2)=[CH:10][CH:11]=1)(=[O:39])[CH3:35]. Procedure: 2-(4-Benzyloxyphenyl)-8-(tert-butyldimethylsilanyloxymethyl)-1-ethylindolizine was reacted with 3-butyn-2-one by the general synthetic principles outlined in example 73, step 1, to afford 4-acetyl-2-(4-benzyloxyphenyl)-7-(tert-butyldimethylsilanyloxymethyl)-1-ethylpyrrolo[2,1,5-cd]indolizine as a brown oil in 70% yield. 1H--NMR (DMSO-d6, 200 MHz) δ: 0.13 (s, 6 H); 0.89 (s, 9 H); 1.37 (t, 3 H); 2.64 (s, 3 H); 3.18 (q, 2 H); 5.20 (s, 2 H); 5.32 (s, 2 H); 7.12-7.54 (m, 7 H); 7.73 (d, 2 H); 7.94 (d,... Starting materials: COc1cc2nc(N(C)CC3(c4ccccc4)CCN(Cc4ccccc4)CC3)nc(N)c2cc1OC, CO, O=C[O-], [NH4+], O. The product is COc1cc2nc(N(C)CC3(c4ccccc4)CCNCC3)nc(N)c2cc1OC. As a reaction SMILES: [CH2:1]([c:2]1[cH:3][cH:4][cH:5][cH:6][cH:7]1)[N:8]1[CH2:9][CH2:10][C:11]([c:14]2[cH:15][cH:16][cH:17][cH:18][cH:19]2)([CH2:20][N:21]([c:22]2[n:23][c:24]3[cH:25][c:26]([O:35][CH3:36])[c:27]([O:33][CH3:34])[cH:28][c:29]3[c:30]([NH2:32])[n:31]2)[CH3:37])[CH2:12][CH2:13]1.[CH3:42][OH:43].[CH:38]([O-:39])=[O:40].[NH4+:41].[OH2:44]>>[NH:8]1[CH2:9][CH2:10][C:11]([c:14]2[cH:15][cH:16][cH:17][cH:18][cH:19]2)([CH2:20][N:21]([c:22]2[n:23][c:24]3[cH:25][c:26]([O:35][CH3:36])[c:27]([O:33][CH3:34])[cH:28][c:29]3[c:30]([NH2:32])[n:31]2)[CH3:37])[CH2:12][CH2:13]1. The reactants are C(C)N1N(CC(C1)NC(C1=CC=C(C=C1)OC\C=C(/C)\CCC=C(C)C)=O)CC (N-(1,2-diethyl-4-pyrazolidinyl)-4-geranyloxybenzamide), COC=1C=CC(=CC1)P2(=S)SP(=S)(S2)C=3C=CC(=CC3)OC (Lawesson's reagent), C(C)(=O)OCC (ethyl acetate). Procedure: To a solution of N-(1,2-diethyl-4-pyrazolidinyl)-4-geranyloxybenzamide (1.50 g) in toluene (50 ml) was added Lawesson's reagent (0.76 g). After the reaction solution was refluxed with heating for 30 minutes, ethyl acetate was added thereto. Then, the reaction solution was washed with aqueous sodium bicarbonate solution and then with brine. Its organic layer was concentrated under a vacuum and thus obtained residue was pulled by silica gel column chromatography (chloroform:methanol=30:1), thereby... The product is C(C)N1N(CC(C1)NC(C1=CC=C(C=C1)OC\C=C(/C)\CCC=C(C)C)=S)CC (N-(1,2-diethyl-4-pyrazolidinyl)-4-geranyloxythiobenzamide). As a reaction SMILES: [CH2:1]([N:3]1[CH2:7][CH:6]([NH:8][C:9](=O)[C:10]2[CH:15]=[CH:14][C:13]([O:16][CH2:17]/[CH:18]=[C:19](/[CH2:21][CH2:22][CH:23]=[C:24]([CH3:26])[CH3:25])\[CH3:20])=[CH:12][CH:11]=2)[CH2:5][N:4]1[CH2:28][CH3:29])[CH3:2].COC1C=CC(P2(SP(C3C=CC(OC)=CC=3)(=S)S2)=[S:39])=CC=1.C(OCC)(=O)C>C1(C)C=CC=CC=1>[CH2:1]([N:3]1[CH2:7][CH:6]([NH:8][C:9](=[S:39])[C:10]2[CH:15]=[CH:14][C:13]([O:16][CH2:17]/[CH:18]=[C:19](/[CH2:21][CH2:22][CH:23]=[C:24]([CH3:26])[CH3:25])\[CH3:20])=[CH:12][CH:11]=2)[CH2:5][N:4]1[CH2:28][CH3:29])[CH3:2]. The yield is 139.6%. Solvent: C1(=CC=CC=C1)C (toluene). Reactants: COC1=CC=C(C(=O)C=2NC(NC2C)=O)C=C1 (1,3-dihydro-4-(4-methoxybenzoyl)-5-methyl-2H-imidazol-2-one). Solvent: C(C)(=O)OC(C)=O (acetic anhydride). The product is C(C)(=O)N1C(N(C(=C1C)C(C1=CC=C(C=C1)OC)=O)C(C)=O)=O (1,3-diacetyl-1,3-dihydro-4-(4-methoxybenzoyl)-5-methyl-2H-imidazol-2-one). RXN SMILES: [CH3:1][O:2][C:3]1[CH:17]=[CH:16][C:6]([C:7]([C:9]2[NH:10][C:11](=[O:15])[NH:12][C:13]=2[CH3:14])=[O:8])=[CH:5][CH:4]=1>C(OC(=O)C)(=O)C>[C:3]([N:12]1[C:13]([CH3:14])=[C:9]([C:7](=[O:8])[C:6]2[CH:16]=[CH:17][C:3]([O:2][CH3:1])=[CH:4][CH:5]=2)[N:10]([C:7](=[O:8])[CH3:6])[C:11]1=[O:15])(=[O:2])[CH3:4]. Procedure: A mixture of 46.4 g of 1,3-dihydro-4-(4-methoxybenzoyl)-5-methyl-2H-imidazol-2-one and 200 ml of acetic anhydride is refluxed for 2 hours. The mixture is distilled to remove 100 ml of acetic anhydride and acetic acid; this is replaced by fresh acetic anhydride and refluxing is resumed. After a total of 4 hours of reflux, excess acetic anhydride is evaporated under reduced pressure and the resulting residue is crystallized from ethanol to give 1,3-diacetyl-1,3-dihydro-4-(4-methoxybenzoyl)-5-methy...